The task is: describe an organic reaction: reactants, conditions, products, and yield. This data is from the Open Reaction Database (ORD), a public repository of structured organic reaction records. The reactants are BrC=1C=CC2=C(SC(=C2)C2=NC(=NC=C2)NCCCN2CCN(CC2)C)C1 ([4-(6-bromobenzo[b]thiophen-2-yl)-pyrimidin-2-yl]-[3-(4-methylpiperazin-1-yl)-propyl]-amine), N1C=C(C2=CC=CC=C12)CC(=O)N (2-(1H-indol-3-yl)acetamide), CC1(C2=C(C(=CC=C2)P(C3=CC=CC=C3)C4=CC=CC=C4)OC5=C(C=CC=C51)P(C6=CC=CC=C6)C7=CC=CC=C7)C (Xantphos), C([O-])([O-])=O.[Cs+].[Cs+] (cesium carbonate). Reagents/catalysts: C=1C=CC(=CC1)/C=C/C(=O)/C=C/C2=CC=CC=C2.C=1C=CC(=CC1)/C=C/C(=O)/C=C/C2=CC=CC=C2.C=1C=CC(=CC1)/C=C/C(=O)/C=C/C2=CC=CC=C2.[Pd].[Pd] (tris(dibenzylideneacetone)dipalladium(0)). Run in C(C)#N (acetonitrile). Conditions: temperature 150 celsius. The product is N1C=C(C2=CC=CC=C12)CC(=O)NC=1C=CC2=C(SC(=C2)C2=NC(=NC=C2)NCCCN2CCN(CC2)C)C1 (2-(1H-Indol-3-yl)-N-(2-{2-[3-(4-methylpiperazin-1-yl)-propylamino]-pyrimidin-4-yl}-benzo[b]thiophen-6-yl)-acetamide). The yield is 26.6%. As a reaction SMILES: Br[C:2]1[CH:3]=[CH:4][C:5]2[CH:9]=[C:8]([C:10]3[CH:15]=[CH:14][N:13]=[C:12]([NH:16][CH2:17][CH2:18][CH2:19][N:20]4[CH2:25][CH2:24][N:23]([CH3:26])[CH2:22][CH2:21]4)[N:11]=3)[S:7][C:6]=2[CH:27]=1.[NH:28]1[C:36]2[C:31](=[CH:32][CH:33]=[CH:34][CH:35]=2)[C:30]([CH2:37][C:38]([NH2:40])=[O:39])=[CH:29]1.CC1(C)C2C(=C(P(C3C=CC=CC=3)C3C=CC=CC=3)C=CC=2)OC2C(P(C3C=CC=CC=3)C3C=CC=CC=3)=CC=CC1=2.C(=O)([O-])[O-].[Cs+].[Cs+]>C1C=CC(/C=C/C(/C=C/C2C=CC=CC=2)=O)=CC=1.C1C=CC(/C=C/C(/C=C/C2C=CC=CC=2)=O)=CC=1.C1C=CC(/C=C/C(/C=C/C2C=CC=CC=2)=O)=CC=1.[Pd].[Pd].C(#N)C>[NH:28]1[C:36]2[C:31](=[CH:32][CH:33]=[CH:34][CH:35]=2)[C:30]([CH2:37][C:38]([NH:40][C:2]2[CH:3]=[CH:4][C:5]3[CH:9]=[C:8]([C:10]4[CH:15]=[CH:14][N:13]=[C:12]([NH:16][CH2:17][CH2:18][CH2:19][N:20]5[CH2:25][CH2:24][N:23]([CH3:26])[CH2:22][CH2:21]5)[N:11]=4)[S:7][C:6]=3[CH:27]=2)=[O:39])=[CH:29]1 |f:3.4.5,6.7.8.9.10|. Procedure details: A microwave tube is charged with [4-(6-bromobenzo[b]thiophen-2-yl)-pyrimidin-2-yl]-[3-(4-methylpiperazin-1-yl)-propyl]-amine (0.070 g, 0.16 mmol), 1.5 equivalent of 2-(1H-indol-3-yl)acetamide (0.041 g, 0.24 mmol), 4 mol % of tris(dibenzylideneacetone)dipalladium(0) (5.8 mg, 0.0063 mmol), 8 mol % of Xantphos (7.3 mg, 0.013 mmol), 1.5 equivalent of cesium carbonate (77 mg, 0.24 mmol) and acetonitrile (2 mL). The reaction is sealed and heated under microwave condition at 150° C. for 5 minutes, cool... Starting materials: O=O (oxygen), C12(CC3CC(CC(C1)C3)C2)O (adamantanol), ON1C(C=2C(C1=O)=CC=CC2)=O (N-hydroxyphthalimide), C12(CC3CC(CC(C1)C3)C2)O (adamantanol), V(acac)3, C12(C(C3CC(CC(C1)C3)C2)O)O (adamantanediol). Solvent: ClC1=CC=CC=C1 (chlorobenzene), C(C)(=O)O (acetic acid). Reaction conditions: temperature 85 celsius, time 20 hour. Yields the product C12(C(C3CC(CC(C1)C3)C2)(O)O)O (adamantanetriol). Yield: 50.5%. As a reaction SMILES: C12([OH:11])CC3CC(CC(C3)C1)C2.ON1C(=O)C2=CC=CC=C2C1=O.O=O.[C:26]12([OH:37])[CH2:35][CH:30]3[CH2:31][CH:32]([CH2:34][CH:28]([CH2:29]3)[CH:27]1[OH:36])[CH2:33]2>ClC1C=CC=CC=1.C(O)(=O)C>[C:26]12([OH:37])[CH2:35][CH:30]3[CH2:31][CH:32]([CH2:34][CH:28]([CH2:29]3)[C:27]1([OH:11])[OH:36])[CH2:33]2. Reported procedure: A mixture of 25 g (164 mmol) of adamantanol, 5.36 g (32.8 mmol) of N-hydroxyphthalimide, 0.11 g (0.328 mmol) of vanadiumacetylacetonato [V(acac)3], 150 mL of acetic acid and 150 mL of chlorobenzene was stirred for 20 hours at 85° C. and 1 atm (0.101 MPa) in an atmosphere of oxygen. After completion of reaction, the reaction mixture was analyzed by gas chromatography and high performance liquid chromatography, and, as a result, the conversion of adamantanol was 95.6%, adamantanediol and adamantan...